Dataset: the Open Reaction Database (ORD), a public repository of structured organic reaction records. Task: describe an organic reaction: reactants, conditions, products, and yield Starting materials: BrC=1C=C(C=C(C1O)C=O)CC(=O)OC (methyl 3-bromo-5-formyl-4-hydroxyphenylacetate), COCCOCCl (2-methoxyethoxymethyl chloride). Yields the product BrC=1C=C(C=C(C1OCOCCOC)C=O)CC(=O)OC (methyl 3-bromo-5-formyl-4(2-methoxyethoxymethoxy)-phenylacetate). As a reaction SMILES: [Br:1][C:2]1[CH:3]=[C:4]([CH2:11][C:12]([O:14][CH3:15])=[O:13])[CH:5]=[C:6]([CH:9]=[O:10])[C:7]=1[OH:8].[CH3:16][O:17][CH2:18][CH2:19][O:20][CH2:21]Cl>>[Br:1][C:2]1[CH:3]=[C:4]([CH2:11][C:12]([O:14][CH3:15])=[O:13])[CH:5]=[C:6]([CH:9]=[O:10])[C:7]=1[O:8][CH2:16][O:17][CH2:18][CH2:19][O:20][CH3:21]. Reported procedure: Proceeding as in Reference 12, but substituting methyl 3-bromo-5-formyl-4-hydroxyphenylacetate (27.32 g, 0.10 mole) and 2-methoxyethoxymethyl chloride (0.125 mol, 14.3 mL), gave methyl 3-bromo-5-formyl-4(2-methoxyethoxymethoxy)-phenylacetate (31.4 g (87%). The reactants are Nc1cccc(-c2c(Cc3ccccc3)cnc3c(C(F)(F)F)cccc23)c1, O=Cc1cc(O)ccc1[N+](=O)[O-]. The product is O=[N+]([O-])c1ccc(O)cc1CNc1cccc(-c2c(Cc3ccccc3)cnc3c(C(F)(F)F)cccc23)c1. As a reaction SMILES: [CH2:1]([c:2]1[cH:3][cH:4][cH:5][cH:6][cH:7]1)[c:8]1[cH:9][n:10][c:11]2[c:12]([C:25]([F:26])([F:27])[F:28])[cH:13][cH:14][cH:15][c:16]2[c:17]1-[c:18]1[cH:19][c:20]([NH2:24])[cH:21][cH:22][cH:23]1.[OH:29][c:30]1[cH:31][cH:32][c:33]([N+:38](=[O:39])[O-:40])[c:34]([CH:35]=[O:36])[cH:37]1>>[CH2:1]([c:2]1[cH:3][cH:4][cH:5][cH:6][cH:7]1)[c:8]1[cH:9][n:10][c:11]2[c:12]([C:25]([F:26])([F:27])[F:28])[cH:13][cH:14][cH:15][c:16]2[c:17]1-[c:18]1[cH:19][c:20]([NH:24][CH2:35][c:34]2[c:33]([N+:38](=[O:39])[O-:40])[cH:32][cH:31][c:30]([OH:29])[cH:37]2)[cH:21][cH:22][cH:23]1. Reactants: Compound 25, compound 3, ClC(CCN(C)C)C1=CC=C(C=C1)C#N (3-chloro-3-(4-cyanophenyl)-N,N-dimethylpropylamine), C1=C(C=CC=2CCCCC12)O (5,6,7,8-tetrahydro-2-naphthol). Yields the product Cl.C(#N)C1=CC=C(C=C1)C(CCN(C)C)OC1=CC=2CCCCC2C=C1 ((+-) 3-(4-cyanophenyl)-N,N-dimethyl-3-(5,6,7,8-tetrahydro-2-naphthoxy) propylamine, hydrochloride). As a reaction SMILES: [Cl:1][CH:2]([C:8]1[CH:13]=[CH:12][C:11]([C:14]#[N:15])=[CH:10][CH:9]=1)[CH2:3][CH2:4][N:5]([CH3:7])[CH3:6].[CH:16]1[C:25]2[CH2:24][CH2:23][CH2:22][CH2:21][C:20]=2[CH:19]=[CH:18][C:17]=1[OH:26]>>[ClH:1].[C:14]([C:11]1[CH:12]=[CH:13][C:8]([CH:2]([O:26][C:17]2[CH:18]=[CH:19][C:20]3[CH2:21][CH2:22][CH2:23][CH2:24][C:25]=3[CH:16]=2)[CH2:3][CH2:4][N:5]([CH3:7])[CH3:6])=[CH:9][CH:10]=1)#[N:15] |f:2.3|. Reported procedure: (Compound 25) was subsequently prepared by treating (compound 26) with 5,6,7,8-tetrahydro-2-naphthol as described for the preparation of (compound 3). Reflux time 2 days. M.p. 132° C. Starting materials: CO, Cl, CN1Cc2c(C#N)ncn2-c2ccc(F)cc2C1=O, NO, [Na]. Yields the product CN1Cc2c(C(N)=NO)ncn2-c2ccc(F)cc2C1=O. As a reaction SMILES: [CH3:24][OH:25].[ClH:1].[F:4][c:5]1[cH:6][cH:7][c:8]2[c:9]([cH:22]1)[C:10](=[O:21])[N:11]([CH3:20])[CH2:12][c:13]1[n:14]-2[cH:15][n:16][c:17]1[C:18]#[N:19].[NH2:2][OH:3].[Na:23]>>[N:2]([OH:3])=[C:18]([c:17]1[c:13]2[n:14]([cH:15][n:16]1)-[c:8]1[cH:7][cH:6][c:5]([F:4])[cH:22][c:9]1[C:10](=[O:21])[N:11]([CH3:20])[CH2:12]2)[NH2:19]. Starting materials: CC#N, ICC1CCOC1, c1ccc(P(c2ccccc2)c2ccccc2)cc1. The product is c1ccc([P+](CC2CCOC2)(c2ccccc2)c2ccccc2)cc1, [I-]. Reaction SMILES: [CH3:27][C:28]#[N:29].[I:1][CH2:2][CH:3]1[CH2:4][O:5][CH2:6][CH2:7]1.[c:8]1([P:14]([c:15]2[cH:16][cH:17][cH:18][cH:19][cH:20]2)[c:21]2[cH:22][cH:23][cH:24][cH:25][cH:26]2)[cH:9][cH:10][cH:11][cH:12][cH:13]1>>[CH2:2]([CH:3]1[CH2:4][O:5][CH2:6][CH2:7]1)[P+:14]([c:8]1[cH:9][cH:10][cH:11][cH:12][cH:13]1)([c:15]1[cH:16][cH:17][cH:18][cH:19][cH:20]1)[c:21]1[cH:22][cH:23][cH:24][cH:25][cH:26]1.[I-:1]. Starting materials: CN(C)C1CCc2[nH]c3ccc(NC(=O)OC(C)(C)C)cc3c2C1, O=C(Cl)c1ccc(F)cc1, O=C(O)C(F)(F)F. Product: CN(C)C1CCc2[nH]c3ccc(NC(=O)c4ccc(F)cc4)cc3c2C1. RXN SMILES: [C:1]([CH3:3])([CH3:4])([O:5][C:6](=[O:2])[NH:8][c:9]1[cH:10][c:11]2[c:12]3[c:17]([nH:18][c:19]2[cH:20][cH:21]1)[CH2:16][CH2:15][CH:14]([N:22]([CH3:23])[CH3:24])[CH2:13]3)[CH3:7].[F:25][c:26]1[cH:27][cH:28][c:29]([C:30]([Cl:31])=[O:32])[cH:33][cH:34]1.[OH:35][C:36]([C:37]([F:38])([F:39])[F:40])=[O:41]>>[O:5]=[C:6]([NH:8][c:9]1[cH:10][c:11]2[c:12]3[c:17]([nH:18][c:19]2[cH:20][cH:21]1)[CH2:16][CH2:15][CH:14]([N:22]([CH3:23])[CH3:24])[CH2:13]3)[c:29]1[cH:28][cH:27][c:26]([F:25])[cH:34][cH:33]1.